The task is: describe an organic reaction: reactants, conditions, products, and yield. This data is from the Open Reaction Database (ORD), a public repository of structured organic reaction records. Reactants: CCO, COC(=O)C(CC1CCOCC1)c1ccc(S(C)(=O)=O)c(C)c1, [K+], [Li+], C1CCOC1, [OH-], O, O, O=S(=O)([O-])O. The product is Cc1cc(C(CC2CCOCC2)C(=O)O)ccc1S(C)(=O)=O. As a reaction SMILES: [CH2:28]([OH:29])[CH3:30].[CH3:1][O:2][C:3]([CH:4]([CH2:5][CH:6]1[CH2:7][CH2:8][O:9][CH2:10][CH2:11]1)[c:12]1[cH:13][c:14]([CH3:22])[c:15]([S:18](=[O:19])(=[O:20])[CH3:21])[cH:16][cH:17]1)=[O:23].[K+:41].[Li+:26].[O:31]1[CH2:32][CH2:33][CH2:34][CH2:35]1.[OH-:25].[OH2:24].[OH2:27].[S:36]([O-:37])([OH:38])(=[O:39])=[O:40]>>[O:2]=[C:3]([CH:4]([CH2:5][CH:6]1[CH2:7][CH2:8][O:9][CH2:10][CH2:11]1)[c:12]1[cH:13][c:14]([CH3:22])[c:15]([S:18](=[O:19])(=[O:20])[CH3:21])[cH:16][cH:17]1)[OH:23].